This data is from the Open Reaction Database (ORD), a public repository of structured organic reaction records. The task is: describe an organic reaction: reactants, conditions, products, and yield Starting materials: Cl (hydrochloric acid), C(=O)(O)C(CC(=O)O)(CC1=CNC2=CC=CC=C12)C(=O)O (3,3-Dicarboxy-4-(indol-3-yl)butanoic acid), S(=O)(=O)([O-])[O-].[Na+].[Na+] (sodium sulphate). The reagents and catalysts are [Cu] (copper). The solvent is N1=CC=CC2=CC=CC=C12 (quinoline). Reaction conditions: temperature 145 celsius. Product: C(=O)(O)C(CC(=O)O)CC1=CNC2=CC=CC=C12 (3-Carboxy- 4-(indol-3yl)butanoic acid). RXN SMILES: [C:1]([C:4](C(O)=O)([CH2:9][C:10]1[C:18]2[C:13](=[CH:14][CH:15]=[CH:16][CH:17]=2)[NH:12][CH:11]=1)[CH2:5][C:6]([OH:8])=[O:7])([OH:3])=[O:2].Cl.S([O-])([O-])(=O)=O.[Na+].[Na+]>N1C2C(=CC=CC=2)C=CC=1.[Cu]>[C:1]([CH:4]([CH2:9][C:10]1[C:18]2[C:13](=[CH:14][CH:15]=[CH:16][CH:17]=2)[NH:12][CH:11]=1)[CH2:5][C:6]([OH:8])=[O:7])([OH:3])=[O:2] |f:2.3.4|. Procedure: 3,3-Dicarboxy-4-(indol-3-yl)butanoic acid (10.0 g) was dissolved in freshly distilled quinoline (50 ml) under dry nitrogen and copper powder (1.0 g, 40-80 mesh) was added. The reaction mixture was treated with ultrasound for 0.5 hours and heated to 125° C. for 0.75 hours and 145° C. for 1 hour. The reaction was cooled and poured onto ice, acidified with 5N hydrochloric acid and saturated with sodium sulphate. The mixture was extracted with ethyl acetate (4×100 ml). The combined organic extract w... Starting materials: O=S(=O)(c1ccc(F)cc1)c1nc(Br)cs1, O=C([O-])[O-], CC(=O)Nc1nc2ccc(B3OC(C)(C)C(C)(C)O3)cc2s1, CS(C)=O, [Na+], [Na+], C1COCCO1, c1ccc(P(c2ccccc2)(c2ccccc2)[Pd](P(c2ccccc2)(c2ccccc2)c2ccccc2)(P(c2ccccc2)(c2ccccc2)c2ccccc2)P(c2ccccc2)(c2ccccc2)c2ccccc2)cc1. Yields the product CC(=O)Nc1nc2ccc(-c3csc(S(=O)(=O)c4ccc(F)cc4)n3)cc2s1. RXN SMILES: [Br:23][c:24]1[n:25][c:26]([S:29](=[O:30])(=[O:31])[c:32]2[cH:33][cH:34][c:35]([F:38])[cH:36][cH:37]2)[s:27][cH:28]1.[C:39](=[O:40])([O-:41])[O-:42].[CH3:1][C:2]1([CH3:3])[C:4]([CH3:5])([CH3:6])[O:7][B:8]([c:9]2[cH:10][c:11]3[c:12]([n:13][c:14]([NH:16][C:17]([CH3:18])=[O:19])[s:15]3)[cH:20][cH:21]2)[O:22]1.[CH3:51][S:52]([CH3:53])=[O:54].[Na+:43].[Na+:44].[O:45]1[CH2:46][CH2:47][O:48][CH2:49][CH2:50]1.[cH:55]1[cH:56][cH:57][c:58]([P:59]([Pd:60]([P:61]([c:62]2[cH:63][cH:64][cH:65][cH:66][cH:67]2)([c:68]2[cH:69][cH:70][cH:71][cH:72][cH:73]2)[c:74]2[cH:75][cH:76][cH:77][cH:78][cH:79]2)([P:80]([c:81]2[cH:82][cH:83][cH:84][cH:85][cH:86]2)([c:87]2[cH:88][cH:89][cH:90][cH:91][cH:92]2)[c:93]2[cH:94][cH:95][cH:96][cH:97][cH:98]2)[P:99]([c:100]2[cH:101][cH:102][cH:103][cH:104][cH:105]2)([c:106]2[cH:107][cH:108][cH:109][cH:110][cH:111]2)[c:112]2[cH:113][cH:114][cH:115][cH:116][cH:117]2)([c:118]2[cH:119][cH:120][cH:121][cH:122][cH:123]2)[c:124]2[cH:125][cH:126][cH:127][cH:128][cH:129]2)[cH:130][cH:131]1>>[c:9]1(-[c:24]2[n:25][c:26]([S:29](=[O:30])(=[O:31])[c:32]3[cH:33][cH:34][c:35]([F:38])[cH:36][cH:37]3)[s:27][cH:28]2)[cH:10][c:11]2[c:12]([n:13][c:14]([NH:16][C:17]([CH3:18])=[O:19])[s:15]2)[cH:20][cH:21]1. Starting materials: C(C)(=O)NC1=C(C(=O)OC)C=CC(=C1[N+](=O)[O-])C(F)(F)F (methyl 2-(acetylamino)-3-nitro-4-(trifluoromethyl)benzoate), Cl (hydrochloric acid). Solvent: CO (methanol). Reaction conditions: temperature 55 celsius. Product: NC1=C(C(=O)OC)C=CC(=C1[N+](=O)[O-])C(F)(F)F (Methyl 2-amino-3-nitro-4-(trifluoromethyl)benzoate). As a reaction SMILES: C([NH:4][C:5]1[C:14]([N+:15]([O-:17])=[O:16])=[C:13]([C:18]([F:21])([F:20])[F:19])[CH:12]=[CH:11][C:6]=1[C:7]([O:9][CH3:10])=[O:8])(=O)C.Cl>CO>[NH2:4][C:5]1[C:14]([N+:15]([O-:17])=[O:16])=[C:13]([C:18]([F:19])([F:20])[F:21])[CH:12]=[CH:11][C:6]=1[C:7]([O:9][CH3:10])=[O:8]. Procedure: A mixture of methyl 2-(acetylamino)-3-nitro-4-(trifluoromethyl)benzoate (1.00 g, 3.27 mmol) and 10% hydrochloric acid in methanol solution (10 ml) was heated at 55° C. for 16 h. The reaction mixture was concentrated in vacuo. The residue was diluted with aqueous saturated sodium bicarbonate and extracted with ethyl acetate. The extracts were washed with water, dried over magnesium sulfate and concentrated in vacuo. The residue was purified by column chromatography on silica gel with a 30% ethyl ... Starting materials: COC=1C=CC2=C(NC(N(C2=O)C2=CC=C(C=C2)OCC(F)(F)F)=S)N1 (7-methoxy-2-thioxo-3-[4-(2,2,2-trifluoroethoxy)phenyl]-2,3-dihydropyrido[2,3-d]pyrimidin-4(1H)-one), C(O)([O-])=O.[Na+] (sodium hydrogen carbonate), IC (iodomethane), CN(C=O)C (N,N-dimethylformamide). Run in C(C)(=O)OCC (ethyl acetate). Conditions: temperature 60 celsius, time 1 hour. The product is COC=1C=CC2=C(N=C(N(C2=O)C2=CC=C(C=C2)OCC(F)(F)F)SC)N1 (7-methoxy-2-(methylsulfanyl)-3-[4-(2,2,2-trifluoroethoxy)phenyl]pyrido[2,3-d]pyrimidin-4(3H)-one). Reaction SMILES: [CH3:1][O:2][C:3]1[CH:4]=[CH:5][C:6]2[C:11](=[O:12])[N:10]([C:13]3[CH:18]=[CH:17][C:16]([O:19][CH2:20][C:21]([F:24])([F:23])[F:22])=[CH:15][CH:14]=3)[C:9](=[S:25])[NH:8][C:7]=2[N:26]=1.[C:27](=O)([O-])O.[Na+].IC.CN(C)C=O>C(OCC)(=O)C>[CH3:1][O:2][C:3]1[CH:4]=[CH:5][C:6]2[C:11](=[O:12])[N:10]([C:13]3[CH:14]=[CH:15][C:16]([O:19][CH2:20][C:21]([F:24])([F:23])[F:22])=[CH:17][CH:18]=3)[C:9]([S:25][CH3:27])=[N:8][C:7]=2[N:26]=1 |f:1.2|. Procedure: A mixture of 7-methoxy-2-thioxo-3-[4-(2,2,2-trifluoroethoxy)phenyl]-2,3-dihydropyrido[2,3-d]pyrimidin-4(1H)-one (1.2 g), 1M aqueous sodium hydrogen carbonate solution (3.1 ml), iodomethane (0.98 ml) and N,N-dimethylformamide (10 ml) was stirred at 60° C. for 1 hr. The reaction mixture was allowed to be cooled, diluted with ethyl acetate (100 ml), washed with water and saturated brine, and dried over anhydrous magnesium sulfate. The solvent was evaporated under reduced pressure, and the obtained ... Starting materials: O.C1(=CC=C(C=C1)S(=O)(=O)O)C (4-toluenesulfonic acid monohydrate), BrCC(=O)C1=CC=C(C=C1)OC (2-bromo-4′-methoxyacetophenone), O=C(CC(=O)OC)CC (methyl 3-oxopentanoate), 1,8-azabicyclo[5.4.0]-7-undecene. Solvent: C1(=CC=CC=C1)C (toluene), C1(=CC=CC=C1)C (toluene). Reaction conditions: time 30 minute. Product: C(C)C=1OC(=CC1C(=O)OC)C1=CC=C(C=C1)OC (methyl 2-ethyl-5-(4-methoxyphenyl)furan-3-carboxylate). Yield: 59.1%. Reaction SMILES: Br[CH2:2][C:3]([C:5]1[CH:10]=[CH:9][C:8]([O:11][CH3:12])=[CH:7][CH:6]=1)=[O:4].O=[C:14]([CH2:20][CH3:21])[CH2:15][C:16]([O:18][CH3:19])=[O:17].O.C1(C)C=CC(S(O)(=O)=O)=CC=1>C1(C)C=CC=CC=1>[CH2:20]([C:14]1[O:4][C:3]([C:5]2[CH:10]=[CH:9][C:8]([O:11][CH3:12])=[CH:7][CH:6]=2)=[CH:2][C:15]=1[C:16]([O:18][CH3:19])=[O:17])[CH3:21] |f:2.3|. Procedure: To a solution of 2-bromo-4′-methoxyacetophenone (13.7 g) and methyl 3-oxopentanoate (7.8 g) in toluene (100 mL) was added dropwise 1,8-azabicyclo[5.4.0]-7-undecene (9.1 mL) over 30 min or more under ice-cooling. After the completion of the dropwise addition, the mixture was stirred for 30 min under ice-cooling, and then at room temperature for 2 hr. The resulting precipitate was filtered, and washed with toluene. The obtained toluene solution was passed through silica gel, and the silica gel was...